From a dataset of the Open Reaction Database (ORD), a public repository of structured organic reaction records. describe an organic reaction: reactants, conditions, products, and yield Starting materials: C(C1=CC=CC=C1)(N)=NO (benzamidoxime), C(=S)=S (carbon disulphide), C[O-].[Na+] (sodium methoxide). Run in C(C)O (ethanol). The product is SC1=NC(=NS1)C1=CC=CC=C1 (5-mercapto-3-phenyl-1,2,4-thiadiazole). The yield is 39.0%. Reaction SMILES: [C:1](=[N:9]O)([NH2:8])[C:2]1[CH:7]=[CH:6][CH:5]=[CH:4][CH:3]=1.[C:11](=[S:13])=[S:12].C[O-].[Na+]>C(O)C>[SH:13][C:11]1[S:12][N:9]=[C:1]([C:2]2[CH:7]=[CH:6][CH:5]=[CH:4][CH:3]=2)[N:8]=1 |f:2.3|. Procedure details: A mixture of benzamidoxime (270 parts) carbon disulphide (152 parts), 5-normal sodium methoxide (40 parts) and ethanol (200 parts) were heated at reflux for 16 hours. The solution was evaporated to dryness and the residue washed with 3-normal hydrochloric acid to give 5-mercapto-3-phenyl-1,2,4-thiadiazole (152 parts, 39% yield), melting point 147°-148° C.